From a dataset of the Open Reaction Database (ORD), a public repository of structured organic reaction records. describe an organic reaction: reactants, conditions, products, and yield Starting materials: [H-].[Na+] (Sodium hydride), O (H2O), C(CC#N)#N (malononitrile), BrCCCCBr (1,4-dibromobutane). Solvent: CN(C=O)C (dimethylformamide), CN(C=O)C (dimethylformamide). Conditions: time 8 hour. Product: C(#N)C1(CCCC1)C#N (1,1-Dicyanocyclopentane). RXN SMILES: [H-].[Na+].[C:3](#[N:7])[CH2:4][C:5]#[N:6].Br[CH2:9][CH2:10][CH2:11][CH2:12]Br.O>CN(C)C=O>[C:5]([C:4]1([C:3]#[N:7])[CH2:12][CH2:11][CH2:10][CH2:9]1)#[N:6] |f:0.1|. Reported procedure: Sodium hydride (37.8 g; 0.94 moles) was suspended in dimethylformamide (250 mL) under an atmosphere of N2. A solution of malononitrile (30 g; 0.45 moles) and 1,4-dibromobutane 99.7 g; 0.45 moles) in dimethylformamide (150 mL) was added dropwise at such a rate so as not to exceed 30° C. The mixture was stirred for overnight, poured into H2O (500 mL), and then washed with two portions of ethyl ether. The organics were combined, washed with brine, and dried over magnesium sulfate. The drying agent ... Reactants: N(=[N+]=[N-])C[C@@H]1[C@@H](O)[C@@H](O)[C@H](O1)[C@H](O)CO (2,5-Anhydro-1-azido-1-deoxy-D-glycero-D-talo-heptitol). Reagents/catalysts: [Pd] (palladium on carbon). The solvent is CO (methanol), C(C)(=O)OCC (ethyl acetate), CO (methanol). Run at time 24 hour. Yields the product NC[C@@H]1[C@@H](O)[C@@H](O)[C@H](O1)[C@H](O)CO (1-amino-2,5-anhydro-1-deoxy-D-glycero-D-talo-heptitol). Isolated yield 78.1%. RXN SMILES: [N:1]([CH2:4][C@H:5]1[O:11][C@H:10]([C@@H:12]([CH2:14][OH:15])[OH:13])[C@H:8]([OH:9])[C@@H:6]1[OH:7])=[N+]=[N-]>CO.[Pd].C(OCC)(=O)C>[NH2:1][CH2:4][C@H:5]1[O:11][C@H:10]([C@@H:12]([CH2:14][OH:15])[OH:13])[C@H:8]([OH:9])[C@@H:6]1[OH:7]. Reported procedure: The azide (16) (0.12 g, 0.63 mmol) was stirred in methanol (5 ml) at room temperature under hydrogen in the presence of 10% palladium on carbon (10 mg). After 24 h, t.l.c. (5% methanol in ethyl acetate) indicated conversion of the starting material (Rf 0.3) to a single product (Rf 0.0). The reaction mixture was filtered through celite, the solvent removed in vacuo, and the resulting solid purified by ion exchange chromatography with Dowex 50W-X8 using 0.5M ammonia as eluant. After freeze drying,... RXN SMILES: [C:1]([O:2][C:3](=[O:4])[NH:7][c:8]1[n:9][cH:10][c:11]([CH2:14][N:15]2[C:16]([CH3:22])([CH3:23])[CH2:17][N:18]([CH3:21])[CH2:19][CH2:20]2)[cH:12][cH:13]1)([CH3:5])([CH3:6])[CH3:24].[CH3:32][OH:33].[ClH:25].[O:26]1[CH2:27][CH2:28][O:29][CH2:30][CH2:31]1>>[NH2:7][c:8]1[n:9][cH:10][c:11]([CH2:14][N:15]2[C:16]([CH3:22])([CH3:23])[CH2:17][N:18]([CH3:21])[CH2:19][CH2:20]2)[cH:12][cH:13]1. The reactants are CN1CCN(Cc2ccc(NC(=O)OC(C)(C)C)nc2)C(C)(C)C1, CO, Cl, C1COCCO1. The product is CN1CCN(Cc2ccc(N)nc2)C(C)(C)C1. The reactants are CCC(C(=O)[O-])S(=O)(=O)Nc1cc(C(c2cc(F)ccc2F)S(=O)(=O)c2ccc(Cl)cc2)c(Cl)cn1, ClCCl, Cl, [Li+], C1CCOC1, [OH-], O, O, O=C(O)C(F)(F)F. The product is O=C(O)CS(=O)(=O)Nc1cc(C(c2cc(F)ccc2F)S(=O)(=O)c2ccc(Cl)cc2)c(Cl)cn1. Reaction SMILES: [CH2:1]([CH3:2])[CH:3]([C:4](=[O:5])[O-:6])[S:7](=[O:8])(=[O:9])[NH:10][c:11]1[n:12][cH:13][c:14]([Cl:36])[c:15]([CH:17]([c:18]2[c:19]([F:25])[cH:20][cH:21][c:22]([F:24])[cH:23]2)[S:26](=[O:27])(=[O:28])[c:29]2[cH:30][cH:31][c:32]([Cl:35])[cH:33][cH:34]2)[cH:16]1.[CH2:54]([Cl:55])[Cl:56].[ClH:40].[Li+:39].[O:48]1[CH2:49][CH2:50][CH2:51][CH2:52]1.[OH-:38].[OH2:37].[OH2:53].[OH:41][C:42]([C:43]([F:44])([F:45])[F:46])=[O:47]>>[CH2:3]([C:4](=[O:5])[OH:6])[S:7](=[O:8])(=[O:9])[NH:10][c:11]1[n:12][cH:13][c:14]([Cl:36])[c:15]([CH:17]([c:18]2[c:19]([F:25])[cH:20][cH:21][c:22]([F:24])[cH:23]2)[S:26](=[O:27])(=[O:28])[c:29]2[cH:30][cH:31][c:32]([Cl:35])[cH:33][cH:34]2)[cH:16]1. Starting materials: CC(=O)NC1Cc2cc(Br)cc([N+](=O)[O-])c2NC1=O, CCO, Cl. Product: NC1Cc2cc(Br)cc([N+](=O)[O-])c2NC1=O, Cl. RXN SMILES: [Br:2][c:3]1[cH:4][c:5]2[c:10]([c:11]([N+:13](=[O:14])[O-:15])[cH:12]1)[NH:9][C:8](=[O:16])[CH:7]([NH:17][C:18](=[O:19])[CH3:20])[CH2:6]2.[CH3:21][CH2:22][OH:23].[ClH:1]>>[Br:2][c:3]1[cH:4][c:5]2[c:10]([c:11]([N+:13](=[O:14])[O-:15])[cH:12]1)[NH:9][C:8](=[O:16])[CH:7]([NH2:17])[CH2:6]2.[ClH:1]. Reactants: C(C)NC1=C(C=C(C(=C1)OC)OC)[C@H]1CC=2C=CC(=CC2CC1)OC(C(C)(C)C)=O (pivalic acid (R)-6-(2-ethylamino-4,5-dimethoxyphenyl)-5,6,7,8-tetrahydronaphthalen-2-yl ester), C(C)(=O)OC1=CC=C(C(=O)O)C=C1 (4-acetoxybenzoic acid), C(C)(=O)OC1=CC=C(C(=O)CCNC2=C(C=C(C(=C2)OC)OC)[C@H]2CC=3C=CC(=CC3CC2)OC(C(C)(C)C)=O)C=C1 (pivalic acid (R)-6-{2-[(4-acetoxybenzoyl)ethylamino]-4,5-dimethoxyphenyl}-5,6,7,8-tetrahydronaphthalen-2-yl ester). The product is C(C)N(C1=C(C=C(C(=C1)OC)OC)[C@H]1CC=2C=CC(=CC2CC1)OC(C(C)(C)C)=O)C(C1=CC=C(C=C1)O)=O (Pivalic acid (R)-6-{2-[ethyl(4-hydroxybenzoyl)amino]-4,5-dimethoxyphenyl}-5,6,7,8-tetrahydronaphthalen-2-yl ester). RXN SMILES: [CH2:1]([NH:3][C:4]1[CH:9]=[C:8]([O:10][CH3:11])[C:7]([O:12][CH3:13])=[CH:6][C:5]=1[C@@H:14]1[CH2:23][CH2:22][C:21]2[CH:20]=[C:19]([O:24][C:25](=[O:30])[C:26]([CH3:29])([CH3:28])[CH3:27])[CH:18]=[CH:17][C:16]=2[CH2:15]1)[CH3:2].C([O:34][C:35]1[CH:43]=[CH:42][C:38]([C:39](O)=[O:40])=[CH:37][CH:36]=1)(=O)C.C(OC1C=CC(C(CCNC2C=C(OC)C(OC)=CC=2[C@@H]2CCC3C=C(OC(=O)C(C)(C)C)C=CC=3C2)=O)=CC=1)(=O)C>>[CH2:1]([N:3]([C:39](=[O:40])[C:38]1[CH:42]=[CH:43][C:35]([OH:34])=[CH:36][CH:37]=1)[C:4]1[CH:9]=[C:8]([O:10][CH3:11])[C:7]([O:12][CH3:13])=[CH:6][C:5]=1[C@@H:14]1[CH2:23][CH2:22][C:21]2[CH:20]=[C:19]([O:24][C:25](=[O:30])[C:26]([CH3:29])([CH3:28])[CH3:27])[CH:18]=[CH:17][C:16]=2[CH2:15]1)[CH3:2]. Procedure details: Synthesized from pivalic acid (R)-6-(2-ethylamino-4,5-dimethoxyphenyl)-5,6,7,8-tetrahydronaphthalen-2-yl ester and 4-acetoxybenzoic acid according to an analogous synthetic method to Preparation Example 154, pivalic acid (R)-6-{2-[(4-acetoxybenzoyl)ethylamino]-4,5-dimethoxyphenyl}-5,6,7,8-tetrahydronaphthalen-2-yl ester (471 mg) was used according to an analogous synthetic method to Preparation Example 155 to provide the title compound (311 mg). The reactants are C([O-])([O-])=O.[Na+].[Na+] (sodium carbonate), C1(O)=C(O)C(O)=CC=C1 (pyrogallol), [Cl-].[Al+3].[Cl-].[Cl-] (aluminum chloride), C(Cl)(Cl)Cl (chloroform). Run in CN(C=O)C (dimethylformamide), ClCCl (dichloromethane). Run at time 17 hour. Product: OC=1C=CC=2C(C3=CC=CC=C3OC2C1O)=O (3,4-dihydroxyxanthen-9-one). Isolated yield 35.9%. Reaction SMILES: [C:1]1([CH:9]=[CH:8][CH:7]=[C:5]([OH:6])[C:3]=1[OH:4])[OH:2].[Cl-].[Al+3].[Cl-].[Cl-].C(Cl)(Cl)Cl.[C:18](=[O:21])([O-])[O-].[Na+].[Na+]>CN(C)C=O.ClCCl>[OH:2][C:1]1[CH:9]=[CH:8][C:7]2[C:18](=[O:21])[C:1]3[C:9]([O:6][C:5]=2[C:3]=1[OH:4])=[CH:8][CH:7]=[CH:5][CH:3]=3 |f:1.2.3.4,6.7.8|. Procedure details: To a stirring solution of 2-fluorobenzoic acid (5.09 g, 36.3 mmol) and dichloromethane (110 mL) in an ice bath under argon was added dropwise a solution of oxalyl chloride (2.0 M in dichloromethane, 21 mL, 42 mmol), followed by dimethylformamide (6 drops). The ice bath was removed and the solution was stirred at room temperature for 1.5 h. The solution was then concentrated by rotary evaporation. The product was dissolved in hexane (3×50 mL) and the mixture was filtered. The filtrate was rotary ... The reactants are BrCCCBr, O=C([O-])[O-], CC(C)=O, Oc1ccccc1C(F)(F)F, [K+], [K+]. The product is FC(F)(F)c1ccccc1OCCCBr. As a reaction SMILES: [Br:12][CH2:13][CH2:14][CH2:15][Br:16].[C:17](=[O:18])([O-:19])[O-:20].[CH3:23][C:24](=[O:25])[CH3:26].[F:1][C:2]([c:3]1[c:4]([OH:9])[cH:5][cH:6][cH:7][cH:8]1)([F:10])[F:11].[K+:21].[K+:22]>>[F:1][C:2]([c:3]1[c:4]([O:9][CH2:15][CH2:14][CH2:13][Br:12])[cH:5][cH:6][cH:7][cH:8]1)([F:10])[F:11]. The reactants are N#Cc1cnn2c(-c3cccc(F)c3)ccnc12, O, O=S(=O)(O)O. Product: NC(=O)c1cnn2c(-c3cccc(F)c3)ccnc12. Reaction SMILES: [F:1][c:2]1[cH:3][c:4](-[c:8]2[cH:9][cH:10][n:11][c:12]3[n:13]2[n:14][cH:15][c:16]3[C:17]#[N:18])[cH:5][cH:6][cH:7]1.[OH2:19].[S:20](=[O:21])(=[O:22])([OH:23])[OH:24]>>[F:1][c:2]1[cH:3][c:4](-[c:8]2[cH:9][cH:10][n:11][c:12]3[n:13]2[n:14][cH:15][c:16]3[C:17]([NH2:18])=[O:19])[cH:5][cH:6][cH:7]1. Starting materials: solid, [K+].C(#N)C1=C(C2=C(N=C(S2)[S-])C(=C1)F)F (6-cyano-4,7-difluorobenzo[d]thiazole-2-thiolate potassium salt), [K].SC=1SC=2C(=NC=C(C2)C(=O)OCC)N1 (ethyl 2-mercaptothiazolo[4,5-b]pyridine-6-carboxylate potassium salt). Yields the product FC1=CC(=C(C2=C1N=C(S2)SC)F)C#N (4,7-Difluoro-2-(methylthio)benzo[d]thiazole-6-carbonitrile). RXN SMILES: [K+].[C:2]([C:4]1[CH:13]=[C:12]([F:14])[C:7]2[N:8]=[C:9]([S-:11])[S:10][C:6]=2[C:5]=1[F:15])#[N:3].[K].S[C:18]1SC2C(N=1)=NC=C(C(OCC)=O)C=2>>[F:14][C:12]1[C:7]2[N:8]=[C:9]([S:11][CH3:18])[S:10][C:6]=2[C:5]([F:15])=[C:4]([C:2]#[N:3])[CH:13]=1 |f:0.1,2.3,^1:15|. Procedure: 4,7-Difluoro-2-(methylthio)benzo[d]thiazole-6-carbonitrile was synthesized as a yellow solid (1.0 g, 37%) using a procedure analogous to that described in Step 2 of Example 114, substituting 6-cyano-4,7-difluorobenzo[d]thiazole-2-thiolate potassium salt from the previous step for ethyl 2-mercaptothiazolo[4,5-b]pyridine-6-carboxylate potassium salt used in Example 114. 1H NMR (500 MHz, DMSO-d6) δ 8.04 (m, 1H), 2.88 (s, 3H); LCMS (ESI) m/z 243 (M+H)+.